From a dataset of the Open Reaction Database (ORD), a public repository of structured organic reaction records. describe an organic reaction: reactants, conditions, products, and yield Reactants: BrCC1CCNCC1, Br, O=C([O-])[O-], COC=O, [K+], [K+], O. Yields the product O=CN1CCC(CBr)CC1. RXN SMILES: [Br:2][CH2:3][CH:4]1[CH2:5][CH2:6][NH:7][CH2:8][CH2:9]1.[BrH:1].[C:10]([O-:11])(=[O:12])[O-:13].[CH:17]([O:18][CH3:19])=[O:20].[K+:14].[K+:15].[OH2:16]>>[Br:2][CH2:3][CH:4]1[CH2:5][CH2:6][N:7]([CH:10]=[O:11])[CH2:8][CH2:9]1. Reactants: Fc1ccc(CBr)cc1, NC(=O)C1CCCCC1NS(=O)(=O)c1ccc(Cl)cc1. The product is NC(=O)C1CCCCC1N(Cc1ccc(F)cc1)S(=O)(=O)c1ccc(Cl)cc1. As a reaction SMILES: [Br:21][CH2:22][c:23]1[cH:24][cH:25][c:26]([F:29])[cH:27][cH:28]1.[Cl:1][c:2]1[cH:3][cH:4][c:5]([S:8](=[O:9])(=[O:10])[NH:11][CH:12]2[CH:13]([C:18](=[O:19])[NH2:20])[CH2:14][CH2:15][CH2:16][CH2:17]2)[cH:6][cH:7]1>>[Cl:1][c:2]1[cH:3][cH:4][c:5]([S:8](=[O:9])(=[O:10])[N:11]([CH:12]2[CH:13]([C:18](=[O:19])[NH2:20])[CH2:14][CH2:15][CH2:16][CH2:17]2)[CH2:22][c:23]2[cH:24][cH:25][c:26]([F:29])[cH:27][cH:28]2)[cH:6][cH:7]1.